From a dataset of the Open Reaction Database (ORD), a public repository of structured organic reaction records. describe an organic reaction: reactants, conditions, products, and yield Reactants: CS(=O)(=O)Cl (Methanesulfonyl chloride), ice, C(C1=CC=CC=C1)N1CCC(CC1)CO (N-benzyl-4-hydroxymethyl-piperidine), C(C)(C)N(C(C)C)CC (N,N-diisopropylethylamine). The solvent is ClCCl (dichloromethane), COC(C)(C)C (tert-butyl methyl ether), ClCCl (dichloromethane). Reaction conditions: time 5 minute. Product: CS(=O)(=O)[O-].C(C1=CC=CC=C1)[N+]12CCC(CC1)C2 (1-Benzyl-1-azonia-bicyclo[2,2,1]heptane methanesulfonate). Reaction SMILES: [CH3:1][S:2](Cl)(=[O:4])=[O:3].[CH2:6]([N:13]1[CH2:18][CH2:17][CH:16]([CH2:19][OH:20])[CH2:15][CH2:14]1)[C:7]1[CH:12]=[CH:11][CH:10]=[CH:9][CH:8]=1.C(N(CC)C(C)C)(C)C>ClCCl.COC(C)(C)C>[CH3:1][S:2]([O-:4])(=[O:20])=[O:3].[CH2:6]([N+:13]12[CH2:19][CH:16]([CH2:17][CH2:18]1)[CH2:15][CH2:14]2)[C:7]1[CH:12]=[CH:11][CH:10]=[CH:9][CH:8]=1 |f:5.6|. Reported procedure: Methanesulfonyl chloride (0.22 mL, 2.85 mmole) in dichloromethane (2 mL) was added dropwise to a ice-cooled solution of N-benzyl-4-hydroxymethyl-piperidine (531 mg, 2.59 mmol) and N,N-diisopropylethylamine (0.66 mL, 3.88 mmol) in dichloromethane (3 mL). The mixture was stirred for 5 min, diluted with tert-butyl methyl ether, washed with water and brine. The solvents were removed to give the sub-title compound. Starting materials: CN1C(=CC=C1)C=O (1-methyl-2-pyrrolecarboxaldehyde), C(#C)[Mg]Cl (ethynylmagnesium chloride). Solvent: C1CCOC1 (THF). Yields the product OC(C#C)C=1N(C=CC1)C (3-Hydroxy-3-(1-methyl-pyrrol-2-yl)-1-propyne). RXN SMILES: [CH3:1][N:2]1[CH:6]=[CH:5][CH:4]=[C:3]1[CH:7]=[O:8].[C:9]([Mg]Cl)#[CH:10]>C1COCC1>[OH:8][CH:7]([C:3]1[N:2]([CH3:1])[CH:6]=[CH:5][CH:4]=1)[C:9]#[CH:10]. Procedure: 3-Hydroxy-3-(1-methyl-pyrrol-2-yl)-1-propyne was prepared according to Method A above using 1-methyl-2-pyrrolecarboxaldehyde (0.450 g, 4 mmol) (Aldrich) in THF (20 mL) and ethynylmagnesium chloride (5 mmol, 10 mL, 0.5M solution in tetrahydrofuran) (Aldrich). (Yield 422 mg, 76%). Reactants: C1=CC=C(C=2OC3=C(C21)C=CC=C3)N3N=CN=C3 (1-(dibenzo[b,d]furan-4-yl)-1H-1,2,4-triazole), IC (iodomethane). Solvent: C(C)(=O)OCC (ethyl acetate). Yields the product [I-].C1=CC=C(C=2OC3=C(C21)C=CC=C3)N3N=C[N+](=C3)C (1-(dibenzo[b,d]furan-4-yl)-4-methyl-1H-1,2,4-triazol-4-ium iodide). Isolated yield 43.4%. As a reaction SMILES: [CH:1]1[C:9]2[C:8]3[CH:10]=[CH:11][CH:12]=[CH:13][C:7]=3[O:6][C:5]=2[C:4]([N:14]2[CH:18]=[N:17][CH:16]=[N:15]2)=[CH:3][CH:2]=1.[I:19][CH3:20]>C(OCC)(=O)C>[I-:19].[CH:1]1[C:9]2[C:8]3[CH:10]=[CH:11][CH:12]=[CH:13][C:7]=3[O:6][C:5]=2[C:4]([N:14]2[CH:18]=[N+:17]([CH3:20])[CH:16]=[N:15]2)=[CH:3][CH:2]=1 |f:3.4|. Reported procedure: A solution of 1-(dibenzo[b,d]furan-4-yl)-1H-1,2,4-triazole (2.3 g, 9.78 mmol) and iodomethane (3.0 mL, 49 mmol) in ethyl acetate (20 mL) was heated at 55° C. for 60 h. After cooling to room temperature, the precipitate was collected by filtration to yield 1-(dibenzo[b,d]furan-4-yl)-4-methyl-1H-1,2,4-triazol-4-ium iodide (1.6 g, 43%) as a white solid. Reactants: [OH-].[Na+] (sodium hydroxide), COC=1C(=C(C=O)C(=CC1C)C)C (3-methoxy-2,4,6-trimethylbenzaldehyde), CC(=O)C (acetone). Solvent: O (water). Conditions: temperature 65 celsius, time 4 hour. Yields the product COC=1C(=C(C(=CC1C)C)C=CC(C)=O)C (1-(3-methoxy-2,4,6-trimethylphenyl)but-1-en-3-one), oil. As a reaction SMILES: [OH-].[Na+].[CH3:3][O:4][C:5]1[C:6]([CH3:15])=[C:7]([C:10]([CH3:14])=[CH:11][C:12]=1[CH3:13])[CH:8]=O.[CH3:16][C:17]([CH3:19])=[O:18]>O>[CH3:3][O:4][C:5]1[C:6]([CH3:15])=[C:7]([CH:8]=[CH:16][C:17](=[O:18])[CH3:19])[C:10]([CH3:14])=[CH:11][C:12]=1[CH3:13] |f:0.1|. Procedure details: An aqueous solution of 2% sodium hydroxide (16.5 ml) was added dropwise over a period of 5 minutes to a suspension of 3-methoxy-2,4,6-trimethylbenzaldehyde (23.5 g) in acetone (21.3 g) and water (13 ml). The mixture was stirred at a temperature of 65° C. for a period of 4 hours and then extracted with dichloromethane. The organic extract was washed several times with water, dried over anhydrous sodium sulfate and the solvent was removed by evaporation under reduced pressure. The product, 1-(3-me... The reactants are FC=1C=C(C(=O)N(C)C=2C=NC=CC2C2=C(C=C(C=C2)F)OC)C=C(C1)C(F)(F)F (3-Fluoro-N-[4-(4-fluoro-2-methoxy-phenyl)-pyridin-3-yl]-N-methyl-5-trifluoromethyl-benzamide), BrC=1C=C(C(=O)O)C=C(C1)C(F)(F)F (3-bromo-5-(trifluoromethyl)benzoic acid). Yields the product BrC=1C=C(C(=O)N(C)C=2C=NC=CC2C2=C(C=C(C=C2)F)OC)C=C(C1)C(F)(F)F (3-Bromo-N-(4-(4-fluoro-2-methoxyphenyl)pyridin-3-yl)-N-methyl-5-(trifluoromethyl)-benzamide). Reaction SMILES: F[C:2]1[CH:3]=[C:4]([CH:24]=[C:25]([C:27]([F:30])([F:29])[F:28])[CH:26]=1)[C:5]([N:7]([C:9]1[CH:10]=[N:11][CH:12]=[CH:13][C:14]=1[C:15]1[CH:20]=[CH:19][C:18]([F:21])=[CH:17][C:16]=1[O:22][CH3:23])[CH3:8])=[O:6].[Br:31]C1C=C(C=C(C(F)(F)F)C=1)C(O)=O>>[Br:31][C:2]1[CH:3]=[C:4]([CH:24]=[C:25]([C:27]([F:30])([F:29])[F:28])[CH:26]=1)[C:5]([N:7]([C:9]1[CH:10]=[N:11][CH:12]=[CH:13][C:14]=1[C:15]1[CH:20]=[CH:19][C:18]([F:21])=[CH:17][C:16]=1[O:22][CH3:23])[CH3:8])=[O:6]. Reported procedure: The title compound was prepared in analogy to example 90, from 4-(4-fluoro-2-methoxyphenyl)-N-methylpyridin-3-amine (example 129, intermediate) and 3-bromo-5-(trifluoromethyl)benzoic acid after a reaction time of 22 hours. The compound was purified by silica gel chromatography on a 20 g column using an MPLC (ISCO) system eluting with a gradient of n-heptane:EtOAc (100:0 to 20:80). Off-white solid (68%). MS (ESI): m/z=483.03 [M+H]+.